This data is from the Open Reaction Database (ORD), a public repository of structured organic reaction records. The task is: describe an organic reaction: reactants, conditions, products, and yield The reactants are ClC1=CC(=NC2=CC(=CC=C12)OC)C1=CC(=C(C=C1)Cl)Cl (4-chloro-2-(3,4-dichloro-phenyl)-7-methoxy-quinoline), C(O)CN (ethanolamine). Yields the product Cl.ClC=1C=C(C=CC1Cl)C1=NC2=CC(=CC=C2C(=C1)NCCO)OC (2-[2-(3,4-Dichloro-phenyl)-7-methoxy-quinolin-4-ylamino]-ethanol hydrochloride). Reaction SMILES: [Cl:1][C:2]1[C:11]2[C:6](=[CH:7][C:8]([O:12][CH3:13])=[CH:9][CH:10]=2)[N:5]=[C:4]([C:14]2[CH:19]=[CH:18][C:17]([Cl:20])=[C:16]([Cl:21])[CH:15]=2)[CH:3]=1.[CH2:22]([CH2:24][NH2:25])[OH:23]>>[ClH:1].[Cl:21][C:16]1[CH:15]=[C:14]([C:4]2[CH:3]=[C:2]([NH:25][CH2:24][CH2:22][OH:23])[C:11]3[C:6](=[CH:7][C:8]([O:12][CH3:13])=[CH:9][CH:10]=3)[N:5]=2)[CH:19]=[CH:18][C:17]=1[Cl:20] |f:2.3|. Procedure: The title compound, m.p. 268-27° C., and MS: m/e=363.0 (M+H+), was prepared from 4-chloro-2-(3,4-dichloro-phenyl)-7-methoxy-quinoline and ethanolamine. Reactants: COC1=C(C=CC=C1SC1=C(C=CC=C1)Cl)C(C(=O)O)C (2-[2-Methoxy-3-(2-chlorophenylthio)phenyl]propionic acid), C(C)(=O)OC(C)=O (acetic anhydride). The solvent is I (hydriodic acid). The product is CC1C(OC2=C1C=CC=C2SC2=C(C=CC=C2)Cl)=O (3-methyl-7-(2-chlorophenylthio)-2,3-dihydrobenzofuran-2-one). Isolated yield 81.8%. As a reaction SMILES: CO[C:3]1[C:8]([S:9][C:10]2[CH:15]=[CH:14][CH:13]=[CH:12][C:11]=2[Cl:16])=[CH:7][CH:6]=[CH:5][C:4]=1[CH:17]([CH3:21])[C:18]([OH:20])=[O:19].C(OC(=O)C)(=O)C>I>[CH3:21][CH:17]1[C:4]2[CH:5]=[CH:6][CH:7]=[C:8]([S:9][C:10]3[CH:15]=[CH:14][CH:13]=[CH:12][C:11]=3[Cl:16])[C:3]=2[O:19][C:18]1=[O:20]. Procedure details: 2-[2-Methoxy-3-(2-chlorophenylthio)phenyl]propionic acid (1.9 g), acetic anhydride (5 ml) and hydriodic acid (58%, 10 ml) were treated in a similar manner to that of Example 21-(9) to give oily 3-methyl-7-(2-chlorophenylthio)-2,3-dihydrobenzofuran-2-one (1.4 g). This product was subjected to column chromatography (silica gel 30 g, benzene), and the resultant oily substance was crystallized with ethanol to give crystaline product (1.2 g), mp. 63°-64° C. Starting materials: COC1=CC2=C(CCNCC2)C=C1 (7-Methoxy-2,3,4,5-tetrahydro-1H-benzo[d]azepine), N(=[N+]=[N-])C1=C(C(=O)O)C=CC=C1 (azidobenzoic acid), C(CCl)Cl (EDC), CCN(C(C)C)C(C)C (DIEA), C1CCOC1 (THF). Reagents/catalysts: CN(C)C=1C=CN=CC1 (DMAP). Reaction conditions: time 8 hour. Yields the product N(=[N+]=[N-])C1=CC=C(C=C1)C(=O)N1CCC2=C(CC1)C=C(C=C2)OC ((4-Azido-phenyl)-(7-methoxy-1,2,4,5-tetrahydro-benzo[d]azepin-3-yl)-methanone). Reaction SMILES: [CH3:1][O:2][C:3]1[CH:13]=[CH:12][C:6]2[CH2:7][CH2:8][NH:9][CH2:10][CH2:11][C:5]=2[CH:4]=1.[N:14]([C:17]1[CH:25]=[CH:24][CH:23]=[CH:22][C:18]=1C(O)=O)=[N+:15]=[N-:16].C(Cl)CCl.CCN(C(C)C)C(C)C.C1C[O:42][CH2:41]C1>CN(C1C=CN=CC=1)C>[N:14]([C:17]1[CH:18]=[CH:22][C:23]([C:41]([N:9]2[CH2:10][CH2:11][C:5]3[CH:4]=[C:3]([O:2][CH3:1])[CH:13]=[CH:12][C:6]=3[CH2:7][CH2:8]2)=[O:42])=[CH:24][CH:25]=1)=[N+:15]=[N-:16]. Procedure details: 7-Methoxy-2,3,4,5-tetrahydro-1H-benzo[d]azepine (1 equivalent) was dissolved in THF (0.1 M) along with azidobenzoic acid (1.5 equivalents), EDC (1.5 equivalents), DMAP (0.18 equivalents), and DIEA (1.5 equivalents). The reaction was stirred at room temperature overnight. The reaction was then washed with 10% citric acid, saturated sodium carbonate, and brine. The organic layer was then dried over sodium sulfate and the organic solvent removed under reduced pressure. The material was then purifie... Starting materials: COc1ccc2c(c1)CC(CO)CC2, [Cl-], Cc1ccc(S(=O)(=O)O)cc1, c1ccncc1. The product is COc1ccc2c(c1)CC(COS(=O)(=O)c1ccc(C)cc1)CC2. Reaction SMILES: [CH3:13][O:14][c:15]1[cH:16][cH:17][c:18]2[c:23]([cH:24]1)[CH2:22][CH:21]([CH2:25][OH:26])[CH2:20][CH2:19]2.[Cl-:1].[c:2]1([CH3:12])[cH:3][cH:4][c:5]([S:8](=[O:9])(=[O:10])[OH:11])[cH:6][cH:7]1.[cH:27]1[cH:28][cH:29][n:30][cH:31][cH:32]1>>[c:2]1([CH3:12])[cH:3][cH:4][c:5]([S:8](=[O:9])([O:10][CH2:25][CH:21]2[CH2:20][CH2:19][c:18]3[cH:17][cH:16][c:15]([O:14][CH3:13])[cH:24][c:23]3[CH2:22]2)=[O:11])[cH:6][cH:7]1.